Dataset: the Open Reaction Database (ORD), a public repository of structured organic reaction records. Task: describe an organic reaction: reactants, conditions, products, and yield Starting materials: OCc1cccc(Br)n1, C1CCOC1, O=C1NC(=O)c2ccccc21, c1ccc(P(c2ccccc2)c2ccccc2)cc1. Yields the product O=C1c2ccccc2C(=O)N1Cc1cccc(Br)n1. RXN SMILES: [Br:1][c:2]1[cH:3][cH:4][cH:5][c:6]([CH2:8][OH:9])[n:7]1.[CH2:40]1[O:41][CH2:42][CH2:43][CH2:44]1.[O:10]=[C:11]1[NH:12][C:13](=[O:14])[c:15]2[cH:16][cH:17][cH:18][cH:19][c:20]21.[c:21]1([P:22]([c:23]2[cH:24][cH:25][cH:26][cH:27][cH:28]2)[c:29]2[cH:30][cH:31][cH:32][cH:33][cH:34]2)[cH:35][cH:36][cH:37][cH:38][cH:39]1>>[Br:1][c:2]1[cH:3][cH:4][cH:5][c:6]([CH2:8][N:12]2[C:11](=[O:10])[c:20]3[c:15]([cH:16][cH:17][cH:18][cH:19]3)[C:13]2=[O:14])[n:7]1. Reactants: C(CCCCCCC)O (octyl alcohol), C(CCCCCCC)O (octyl alcohol), P(Cl)(Cl)Cl (phosphorus trichloride). Conditions: time 3 minute. Product: phase, C(CCCCCCC)Cl (octyl chloride). The yield is 98.0%. RXN SMILES: P(Cl)(Cl)[Cl:2].[CH2:5](O)[CH2:6][CH2:7][CH2:8][CH2:9][CH2:10][CH2:11][CH3:12]>>[CH2:5]([Cl:2])[CH2:6][CH2:7][CH2:8][CH2:9][CH2:10][CH2:11][CH3:12]. Reported procedure: Into a reactor system in accordance with Example 1 there were pumped octyl alcohol and phosphorus trichloride in a molar ratio of 2.90 : 1. The pressure in the flow line was 30 atm. The residence time in reaction zone 1 was 3 minutes; in the preheater, 2 minutes; and, in reaction zone 2, 28 minutes. The temperature at the outlet of reaction zone 1 was 100° C. Following preheating to 150° C, an average temperature of 150° to 155° C was maintained in reaction zone 2. One obtained in the organic ph... Reactants: O=C([O-])O, CO, CCOC(=O)c1cc(=O)c2cc(OCCC(C)C)ccc2s1, [Na+], O. The product is CC(C)CCOc1ccc2sc(C(=O)O)cc(=O)c2c1. Reaction SMILES: [C:1](=[O:2])([OH:3])[O-:4].[CH3:6][OH:7].[CH3:8][CH:9]([CH2:10][CH2:11][O:12][c:13]1[cH:14][c:15]2[c:16](=[O:28])[cH:17][c:18]([C:23](=[O:24])[O:25][CH2:26][CH3:27])[s:19][c:20]2[cH:21][cH:22]1)[CH3:29].[Na+:5].[OH2:30]>>[CH3:8][CH:9]([CH2:10][CH2:11][O:12][c:13]1[cH:14][c:15]2[c:16](=[O:28])[cH:17][c:18]([C:23](=[O:24])[OH:25])[s:19][c:20]2[cH:21][cH:22]1)[CH3:29]. Reactants: BrC=1C=CC2=C(C(CNCC2)C)C1 (8-Bromo-1-methyl-2,3,4,5-tetrahydro-1H-3-benzazepine), FC(C=1C=CC2=C(C(CNCC2)CC)C1)(F)F (8-Trifluoromethyl-1-ethyl-2,3,4,5-tetrahydro-1H-3-benzazepine), ClC=1C(=CC2=C(C(CNCC2)C)C1)F (8-Chloro-7-fluoro-1-methyl-2,3,4,5-tetrahydro-1H-3-benzazepine), hydrate, ClC=1C=CC2=C(C(CNCC2)CC)C1 (8Chloro-1-ethyl-2,3,4,5-tetrahydro-1H-3-benzazepine), ClC1=CC2=C(C(CNCC2)C)C=C1Cl (7,8-Dichloro-1-methyl-2,3,4,5-tetrahydro-1H-3-benzazepine), ClC=1C(=CC2=C(C(CNCC2)CC)C1)F (8-Chloro-7-fluoro-1-ethyl-2,3,4,5-tetrahydro-1H-3-benzazepine), 7,8-Dichloro-1-ethyl-2,3,4,5-tetrahydro-1H-3-30 benzazepine, IC=1C=CC2=C(C(CNCC2)CC)C1 (8-Iodo-1-ethyl-2,3,4,5-tetrahydro-1H-3-benzazepine), IC=1C=CC2=C(C(CNCC2)C)C1 (8-Iodo-1-methyl-2,3,4,5-tetrahydro-1H-3-benzazepine), FC(C=1C=CC2=C(C(CNCC2)C)C1)(F)F (8-Trifluoromethyl-1-methyl-2,3,4,5-tetrahydro-1H-3-benzazepine), BrC=1C=CC2=C(C(CNCC2)CC)C1 (8-Bromo-1-ethyl-2,3,4,5-tetrahydro-1H-3-benzazepine). Product: ClC=1C=CC2=C(C(CNCC2)C)C1 (8-Chloro-1-methyl-2,3,4,5-tetrahydro-1H-3-benzazepine). RXN SMILES: Br[C:2]1[CH:3]=[CH:4][C:5]2[CH2:11][CH2:10][NH:9][CH2:8][CH:7]([CH3:12])[C:6]=2[CH:13]=1.IC1C=CC2CCNCC(C)C=2C=1.FC(F)(F)C1C=CC2CCNCC(C)C=2C=1.FC(F)(F)C1C=CC2CCNCC(CC)C=2C=1.[Cl:60]C1C=CC2CCNCC(CC)C=2C=1.BrC1C=CC2CCNCC(CC)C=2C=1.IC1C=CC2CCNCC(CC)C=2C=1.ClC1C(Cl)=CC2C(C)CNCCC=2C=1.ClC1C(F)=CC2CCNCC(C)C=2C=1.ClC1C(F)=CC2CCNCC(CC)C=2C=1>>[Cl:60][C:2]1[CH:3]=[CH:4][C:5]2[CH2:11][CH2:10][NH:9][CH2:8][CH:7]([CH3:12])[C:6]=2[CH:13]=1. Reported procedure: 8-Bromo-1-methyl-2,3,4,5-tetrahydro-1H-3-benzazepine; 8-Iodo-1-methyl-2,3,4,5-tetrahydro-1H-3-benzazepine; 8-Trifluoromethyl-1-methyl-2,3,4,5-tetrahydro-1H-3-benzazepine; 8-Trifluoromethyl-1-ethyl-2,3,4,5-tetrahydro-1H-3-benzazepine; 8Chloro-1-ethyl-2,3,4,5-tetrahydro-1H-3-benzazepine; 8-Bromo-1-ethyl-2,3,4,5-tetrahydro-1H-3-benzazepine; 8-Iodo-1-ethyl-2,3,4,5-tetrahydro-1H-3-benzazepine; 7,8-Dichloro-1-methyl-2,3,4,5-tetrahydro-1H-3-benzazepine; 7,8-Dichloro-1-ethyl-2,3,4,5-tetrahydro-1H-3-30 b... The reactants are ice, C(C)(C)C1=CC=C(C=O)C=C1 (4-isopropylbenzaldehyde), [C-]#N.[Na+] (sodium cyanide), S([O-])(O)=O.[Na+] (sodium bisulfite). Solvent: O (water). Yields the product C(C)(C)C1=CC=C(C(C#N)O)C=C1 (4-isopropylmandelonitrile). RXN SMILES: [CH:1]([C:4]1[CH:11]=[CH:10][C:7]([CH:8]=[O:9])=[CH:6][CH:5]=1)([CH3:3])[CH3:2].[C-:12]#[N:13].[Na+].S(=O)(O)[O-].[Na+]>O>[CH:1]([C:4]1[CH:5]=[CH:6][C:7]([CH:8]([OH:9])[C:12]#[N:13])=[CH:10][CH:11]=1)([CH3:3])[CH3:2] |f:1.2,3.4|. Procedure details: To a stirred suspension of 4-isopropylbenzaldehyde (21.4 g) and sodium cyanide (6.9 g) in water (25 ml) at 0° was added saturated sodium bisulfite (40 ml) dropwise over a period of 30 minutes. During the addition about 50 g of ice was also added in small portions. After the addition the mixture was warmed up to room temperature gradually. Resulting waxy 4-isopropylmandelonitrile was separated by decantation and the aqueous layer was extracted with benzene. The benzene extract was evaporated and,...